Dataset: the Open Reaction Database (ORD), a public repository of structured organic reaction records. Task: describe an organic reaction: reactants, conditions, products, and yield Starting materials: BrC=1C=C2C(=NC1)NC=C2C(C=2C=C(C=CC2F)NS(=O)(=O)CCC)O (Propane-1-sulfonic acid 3-[(5-bromo-1H-pyrrolo[2,3-b]pyridin-3-yl)-hydroxy-methyl]-4-fluoro-phenyl-amide), CC(=O)OI1(C=2C=CC=CC2C(=O)O1)(OC(=O)C)OC(=O)C (Dess-Martin periodinane). Run in O1CCCC1 (tetrahydrofuran). Conditions: time 5 minute. Yields the product BrC=1C=C2C(=NC1)NC=C2C(=O)C=2C=C(C=CC2F)NS(=O)(=O)CCC (Propane-1-sulfonic acid [3-(5-bromo-1H-pyrrolo[2,3-b]pyridine-3-carbonyl)-4-fluoro-phenyl]-amide). As a reaction SMILES: [Br:1][C:2]1[CH:3]=[C:4]2[C:10]([CH:11]([OH:26])[C:12]3[CH:13]=[C:14]([NH:19][S:20]([CH2:23][CH2:24][CH3:25])(=[O:22])=[O:21])[CH:15]=[CH:16][C:17]=3[F:18])=[CH:9][NH:8][C:5]2=[N:6][CH:7]=1.CC(OI1(OC(C)=O)(OC(C)=O)OC(=O)C2C=CC=CC1=2)=O>O1CCCC1>[Br:1][C:2]1[CH:3]=[C:4]2[C:10]([C:11]([C:12]3[CH:13]=[C:14]([NH:19][S:20]([CH2:23][CH2:24][CH3:25])(=[O:22])=[O:21])[CH:15]=[CH:16][C:17]=3[F:18])=[O:26])=[CH:9][NH:8][C:5]2=[N:6][CH:7]=1. Procedure details: To propane-1-sulfonic acid 3-[(5-bromo-1H-pyrrolo[2,3-b]pyridin-3-yl)-hydroxy-methyl]-4-fluoro-phenyl-amide (673, 55.0 mg, 0.12 mmol) in tetrahydrofuran (8.0 mL) was added Dess-Martin periodinane (70.0 mg, 0.17 mmol). The reaction was stirred at room temperature for 5 minutes. The reaction was concentrated with silica gel and purified with silica gel column chromatography eluting with 25% ethyl acetate in hexane to give an off-white solid (P-1403, 26.2 mg, 47%). MS (ESI) [M+H+]+=437.9, 439.9. Reactants: Cl.Cl.C(CCC)N1CCN(CC1)CCCOC(=O)C1C2=CC=CC=C2OC=2C=CC=CC12 (3-(4-butyl-piperazin-1-yl)-1-(xanthene-9-carbonyloxy)-propane dihydrochloride), aqueous solution, [OH-].[Na+] (sodium hydroxide). Run at temperature 0 celsius. Product: C(CCC)N1CCN(CC1)CCCOC(=O)C1C2=CC=CC=C2OC=2C=CC=CC12 (3-(4-Butyl-piperazin-1-yl)-1-(xanthene-9-carbonyloxy)-propane). Isolated yield 82.5%. Reaction SMILES: Cl.Cl.[CH2:3]([N:7]1[CH2:12][CH2:11][N:10]([CH2:13][CH2:14][CH2:15][O:16][C:17]([CH:19]2[C:32]3[CH:31]=[CH:30][CH:29]=[CH:28][C:27]=3[O:26][C:25]3[C:20]2=[CH:21][CH:22]=[CH:23][CH:24]=3)=[O:18])[CH2:9][CH2:8]1)[CH2:4][CH2:5][CH3:6].[OH-].[Na+]>>[CH2:3]([N:7]1[CH2:12][CH2:11][N:10]([CH2:13][CH2:14][CH2:15][O:16][C:17]([CH:19]2[C:20]3[CH:21]=[CH:22][CH:23]=[CH:24][C:25]=3[O:26][C:27]3[C:32]2=[CH:31][CH:30]=[CH:29][CH:28]=3)=[O:18])[CH2:9][CH2:8]1)[CH2:4][CH2:5][CH3:6] |f:0.1.2,3.4|. Procedure: 5 g of 3-(4-butyl-piperazin-1-yl)-1-(xanthene-9-carbonyloxy)-propane dihydrochloride, prepared as described in Example 2, are admixed with 20 ml of an 5% aqueous solution of sodium hydroxide. The alkaline solution is extracted with 3×20 ml of ethyl ether. The etheral extracts are combined, dried over sodium sulfate, filtered, and the filtrate is evaporated. The residue is dissolved in 25 ml of acetone, and 3.5 g of methyl iodide are added to the solution. The reaction mixture is refluxed for 15 ... Reactants: S(=O)(=O)([O-])[O-].[Mg+2] (Magnesium sulphate), CC1(C=2C=CC(=CC2C(CC1)(C)C)CC#CC1=CC=C(C=C1)CO)C (4-[3-(5,6,7,8-tetrahydro-5,5,8,8-tetramethyl-2-naphthyl)-1-propynyl]benzenemethanol). Reagents/catalysts: [O-2].[Mn+2] (manganese oxide). The solvent is ClCCl (dichloromethane). Run at time 8 hour. The product is CC1(C=2C=CC(=CC2C(CC1)(C)C)CC#CC1=CC=C(C=O)C=C1)C (4-[3-(5,6,7,8-Tetrahydro-5,5,8,8-tetramethyl-2-naphthyl)-1-propynyl]benzaldehyde). Reaction SMILES: [CH3:1][C:2]1([CH3:25])[CH2:11][CH2:10][C:9]([CH3:13])([CH3:12])[C:8]2[CH:7]=[C:6]([CH2:14][C:15]#[C:16][C:17]3[CH:22]=[CH:21][C:20]([CH2:23][OH:24])=[CH:19][CH:18]=3)[CH:5]=[CH:4][C:3]1=2.S([O-])([O-])(=O)=O.[Mg+2]>[O-2].[Mn+2].ClCCl>[CH3:1][C:2]1([CH3:25])[CH2:11][CH2:10][C:9]([CH3:12])([CH3:13])[C:8]2[CH:7]=[C:6]([CH2:14][C:15]#[C:16][C:17]3[CH:22]=[CH:21][C:20]([CH:23]=[O:24])=[CH:19][CH:18]=3)[CH:5]=[CH:4][C:3]1=2 |f:1.2,3.4|. Procedure details: 1.3 g (4 mmol) of 4-[3-(5,6,7,8-tetrahydro-5,5,8,8-tetramethyl-2-naphthyl)-1-propynyl]benzenemethanol and 20 ml of dichloromethane are introduced into a round-bottomed flask and 3.4 g (39.2 mmol) of manganese oxide are added. The mixture is stirred at room temperature for eight hours. Magnesium sulphate is added to the reaction medium, the mixture is filtered and the filtrate is evaporated. The residue obtained is purified by chromatography on a column of silica eluted with a mixture of ethyl ac... Starting materials: C1=CC=CC=C1 (benzene), S(=O)(=O)([O-])S(=O)(=O)[O-].[Na+].[Na+] (sodium dithionate), C(C)(C)(C)C1=C(C(=CC(=C1)N=O)C(C)(C)C)O (2,6-di tert.butyl-4-nitrosophenol), [OH-].[Na+] (sodium hydroxide). Run in O (water), O (water). Reaction conditions: time 45 minute. Yields the product C(C)(C)(C)C1=C(C(=CC(=C1)N)C(C)(C)C)O (2,6-di tert.butyl-4-aminophenol). Reaction SMILES: S(S([O-])(=O)=O)([O-])(=O)=O.[Na+].[Na+].[C:11]([C:15]1[CH:20]=[C:19]([N:21]=O)[CH:18]=[C:17]([C:23]([CH3:26])([CH3:25])[CH3:24])[C:16]=1[OH:27])([CH3:14])([CH3:13])[CH3:12].[OH-].[Na+].C1C=CC=CC=1>O>[C:11]([C:15]1[CH:20]=[C:19]([NH2:21])[CH:18]=[C:17]([C:23]([CH3:26])([CH3:25])[CH3:24])[C:16]=1[OH:27])([CH3:14])([CH3:13])[CH3:12] |f:0.1.2,4.5|. Procedure details: 2,6-di tert.butyl-4-aminophenol was prepared by adding in a nitrogen atmosphere, a solution of 70 grams of sodium dithionate in 300 milliliters of water to a mixture of 23.5 grams of 2,6-di tert.butyl-4-nitrosophenol, 80 milliliters of 5 N sodium hydroxide solution and 160 milliliters of water. The addition was accomplished in 45 minutes at 24° C. to 41° C. After stirring for 21/4 hours, 100 milliliters of benzene was added to dissolve the solid product, and the layers were separated. The reactants are CSC1=NC2(CC(c3ccccc3F)Oc3ccc(Br)cc32)C(=O)N1C, CCO, N. Product: CN1C(=O)C2(CC(c3ccccc3F)Oc3ccc(Br)cc32)N=C1N. RXN SMILES: [Br:1][c:2]1[cH:3][c:4]2[c:9]([cH:10][cH:11]1)[O:8][CH:7]([c:12]1[c:13]([F:18])[cH:14][cH:15][cH:16][cH:17]1)[CH2:6][C:5]21[N:19]=[C:20]([S:25][CH3:26])[N:21]([CH3:24])[C:22]1=[O:23].[CH3:28][CH2:29][OH:30].[NH3:27]>>[Br:1][c:2]1[cH:3][c:4]2[c:9]([cH:10][cH:11]1)[O:8][CH:7]([c:12]1[c:13]([F:18])[cH:14][cH:15][cH:16][cH:17]1)[CH2:6][C:5]21[N:19]=[C:20]([NH2:27])[N:21]([CH3:24])[C:22]1=[O:23].